From a dataset of the Open Reaction Database (ORD), a public repository of structured organic reaction records. describe an organic reaction: reactants, conditions, products, and yield The reactants are C1(CCCC1)C=1C(=NC=C(C(=O)O)C1)OCC(F)(F)F (5-cyclopentyl-6-(2,2,2-trifluoro-ethoxy)-nicotinic acid), COC1=NOC(=C1)CN (3-methoxy-5-isoxazolemethanamine), solid. The product is C1(CCCC1)C=1C(=NC=C(C(=O)NCC2=CC(=NO2)OC)C1)OCC(F)(F)F (5-cyclopentyl-N-(3-methoxy-isoxazol-5-ylmethyl)-6-(2,2,2-trifluoro-ethoxy)-nicotinamide). Reaction SMILES: [CH:1]1([C:6]2[C:7]([O:15][CH2:16][C:17]([F:20])([F:19])[F:18])=[N:8][CH:9]=[C:10]([CH:14]=2)[C:11]([OH:13])=O)[CH2:5][CH2:4][CH2:3][CH2:2]1.[CH3:21][O:22][C:23]1[CH:27]=[C:26]([CH2:28][NH2:29])[O:25][N:24]=1>>[CH:1]1([C:6]2[C:7]([O:15][CH2:16][C:17]([F:20])([F:19])[F:18])=[N:8][CH:9]=[C:10]([CH:14]=2)[C:11]([NH:29][CH2:28][C:26]2[O:25][N:24]=[C:23]([O:22][CH3:21])[CH:27]=2)=[O:13])[CH2:2][CH2:3][CH2:4][CH2:5]1. Procedure: This compound was prepared following the same procedure as described in Example 11 using 5-cyclopentyl-6-(2,2,2-trifluoro-ethoxy)-nicotinic acid (Example 9c) (135 mg, 0.47 mmol) and 3-methoxy-5-isoxazolemethanamine (CAN 2763-94-2) (60.16 mg, 0.47 mmol) as starting materials; off white solid (59 mg, 37.8%). MS (ESI): 400 (M+H)+. Reactants: CN1C(CCC1)=O (N-methylpyrrolidinone), BrC=1C(=NC=C(N1)Br)NS(=O)(=O)C1=C(C(=CC=C1)Cl)Cl (N-(3,5-dibromo-2-pyrazinyl)-2,3-dichlorobenzenesulphonamide), CC(C)([O-])C.[K+] (potassium tert-butoxide), solution, primary alcohol, solution, CN1C(CCC1)=O (N-methylpyrrolidinone). The solvent is C(C)(=O)O (acetic acid), O (water), O1CCCC1 (tetrahydrofuran). Run at time 24 hour. The product is ClC1=C(C=CC=C1Cl)S(=O)(=O)NC1=NC=CN=C1OCC=1N=C(OC1)C (2,3-Dichloro-N-{3-[(2-methyl4-oxazolyl)methoxy]-2-pyrazinyl}benzenesulphonamide). RXN SMILES: Br[C:2]1[C:3]([NH:9][S:10]([C:13]2[CH:18]=[CH:17][CH:16]=[C:15]([Cl:19])[C:14]=2[Cl:20])(=[O:12])=[O:11])=[N:4][CH:5]=[C:6](Br)[N:7]=1.C[C:22](C)([O-:24])C.[K+].C[N:28]1[CH2:32][CH2:31][CH2:30][C:29]1=[O:33]>O1CCCC1.C(O)(=O)C.O>[Cl:20][C:14]1[C:15]([Cl:19])=[CH:16][CH:17]=[CH:18][C:13]=1[S:10]([NH:9][C:3]1[C:2]([O:24][CH2:22][C:32]2[N:28]=[C:29]([CH3:30])[O:33][CH:31]=2)=[N:7][CH:6]=[CH:5][N:4]=1)(=[O:12])=[O:11] |f:1.2|. Procedure: Examples 146-165 were prepared using the following procedure To a solution of N-(3,5-dibromo-2-pyrazinyl)-2,3-dichlorobenzenesulphonamide (Example 31) (0.003 g) and primary alcohol (0.026 mL of a 0.5M solution in N-methylpyrrolidinone) in N-methylpyrrolidinone (0.1 mL) was added potassium tert-butoxide (0.050 mL of a 1M solution in tetrahydrofuran). The solution was allowed to stand for 24 hours. The reaction mixture was diluted with acetic acid (0.010 mL) and water (0.10 mL) and the solvents we... Product: CCOC(=O)C(Cc1ccc(OCC=C2c3ccccc3CCc3ccccc32)cc1)OCC. RXN SMILES: [Br:18][CH2:19][CH:20]=[C:21]1[c:22]2[c:23]([cH:32][cH:33][cH:34][cH:35]2)[CH2:24][CH2:25][c:26]2[c:27]1[cH:28][cH:29][cH:30][cH:31]2.[C:36](=[O:37])([O-:38])[O-:39].[CH2:1]([CH3:2])[O:3][C:4]([CH:5]([CH2:6][c:7]1[cH:8][cH:9][c:10]([OH:13])[cH:11][cH:12]1)[O:14][CH2:15][CH3:16])=[O:17].[CH3:42][N:43]([CH3:44])[CH:45]=[O:46].[K+:40].[K+:41].[cH:47]1[cH:48][cH:49][cH:50][cH:51][cH:52]1>>[CH2:1]([CH3:2])[O:3][C:4]([CH:5]([CH2:6][c:7]1[cH:8][cH:9][c:10]([O:13][CH2:19][CH:20]=[C:21]2[c:22]3[c:23]([cH:32][cH:33][cH:34][cH:35]3)[CH2:24][CH2:25][c:26]3[c:27]2[cH:28][cH:29][cH:30][cH:31]3)[cH:11][cH:12]1)[O:14][CH2:15][CH3:16])=[O:17]. Starting materials: BrCC=C1c2ccccc2CCc2ccccc21, O=C([O-])[O-], CCOC(=O)C(Cc1ccc(O)cc1)OCC, CN(C)C=O, [K+], [K+], c1ccccc1. Starting materials: ClC1=CC=C(C=C1)S(=O)(=O)N([C@H]1C(NCCC(C1)(F)F)=O)CC1=C(C=C(C=C1)C#N)F (4-Chloro-N-(4-cyano-2-fluoro-benzyl)-N-((R)-5,5-difluoro-2-oxo-azepan-3-yl)-benzenesulfonamide), C(C)O (ethanol). Reaction conditions: temperature 0 celsius, time 20 hour. The product is Cl.C(C)OC(C1=CC(=C(C=C1)CN([C@H]1C(NCCC(C1)(F)F)=O)S(=O)(=O)C1=CC=C(C=C1)Cl)F)=N (4-{[(4-Chloro-benzenesulfonyl)-((R)-5,5-difluoro-2-oxo-azepan-3-yl)-amino]-methyl}-3-fluoro-benzimidic acid ethyl ester hydrochloride). RXN SMILES: [Cl:1][C:2]1[CH:7]=[CH:6][C:5]([S:8]([N:11]([CH2:22][C:23]2[CH:28]=[CH:27][C:26]([C:29]#[N:30])=[CH:25][C:24]=2[F:31])[C@@H:12]2[CH2:18][C:17]([F:20])([F:19])[CH2:16][CH2:15][NH:14][C:13]2=[O:21])(=[O:10])=[O:9])=[CH:4][CH:3]=1.[CH2:32]([OH:34])[CH3:33]>>[ClH:1].[CH2:32]([O:34][C:29](=[NH:30])[C:26]1[CH:27]=[CH:28][C:23]([CH2:22][N:11]([S:8]([C:5]2[CH:6]=[CH:7][C:2]([Cl:1])=[CH:3][CH:4]=2)(=[O:9])=[O:10])[C@@H:12]2[CH2:18][C:17]([F:20])([F:19])[CH2:16][CH2:15][NH:14][C:13]2=[O:21])=[C:24]([F:31])[CH:25]=1)[CH3:33] |f:2.3|. Procedure: 4-Chloro-N-(4-cyano-2-fluoro-benzyl)-N-((R)-5,5-difluoro-2-oxo-azepan-3-yl)-benzenesulfonamide (0.23 g, 0.49 mmol) was suspended in dry ethanol (10 ml) and cooled to 0° C. Dry HCl gas was gently bubbled over 30 min into this suspension. The light red reaction mixture was stirred at room temperature for 20 h. A clear yellow solution resulted which was concentrated under reduced pressure and the crude was used directly in the next step: 0.28 g; MS: m/e=516.2 (MH−). The reactants are C(=O)O.C(#N)C=1C=C(C=CC1OC(C)C)C1=NC(=NO1)C1=C2CCN(CC2=CC=C1)CCC(=O)OC (methyl 3-[5-(5-{3-cyano-4-[(1-methylethyl)oxy]phenyl}-1,2,4-oxadiazol-3-yl)-3,4-dihydro-2(1H)-isoquinolinyl]propanoate formic acid salt), [Li+].[OH-] (LiOH), Cl (HCl), C(Cl)Cl (DCM). Run in C1CCOC1.CO.O (THF MeOH water). Yields the product Cl.C(#N)C=1C=C(C=CC1OC(C)C)C1=NC(=NO1)C1=C2CCN(CC2=CC=C1)CCC(=O)O (3-[5-(5-{3-cyano-4-[(1-methylethyl)oxy]phenyl}-1,2,4-oxadiazol-3-yl)-3,4-dihydro-2(1H)-isoquinolinyl]propanoic acid hydrochloride). As a reaction SMILES: C(O)=O.[C:4]([C:6]1[CH:7]=[C:8]([C:16]2[O:20][N:19]=[C:18]([C:21]3[CH:30]=[CH:29][CH:28]=[C:27]4[C:22]=3[CH2:23][CH2:24][N:25]([CH2:31][CH2:32][C:33]([O:35]C)=[O:34])[CH2:26]4)[N:17]=2)[CH:9]=[CH:10][C:11]=1[O:12][CH:13]([CH3:15])[CH3:14])#[N:5].[Li+].[OH-].Cl.C(Cl)[Cl:41]>C1COCC1.CO.O>[ClH:41].[C:4]([C:6]1[CH:7]=[C:8]([C:16]2[O:20][N:19]=[C:18]([C:21]3[CH:30]=[CH:29][CH:28]=[C:27]4[C:22]=3[CH2:23][CH2:24][N:25]([CH2:31][CH2:32][C:33]([OH:35])=[O:34])[CH2:26]4)[N:17]=2)[CH:9]=[CH:10][C:11]=1[O:12][CH:13]([CH3:15])[CH3:14])#[N:5] |f:0.1,2.3,6.7.8,9.10|. Procedure details: A solution of methyl 3-[5-(5-{3-cyano-4-[(1-methylethyl)oxy]phenyl}-1,2,4-oxadiazol-3-yl)-3,4-dihydro-2(1H)-isoquinolinyl]propanoate formic acid salt (Preparation 6, 5.9 mg, 0.0132 mmol) and LiOH (0.15 mg) in THF-MeOH-water (300 μl, 300 μl, 100 μl) was irradiated to 100° C. for 3 min in the microwave. 2M aqueous HCl (1 ml) and DCM (2 ml) were added sequentially, and a precipitate formed. Filtration gave the title compound as a white solid (6.5 mg, quant.). 1H NMR (400 MHz, d6-DMSO) δ 12.71 (1H, ...